Dataset: the Open Reaction Database (ORD), a public repository of structured organic reaction records. Task: describe an organic reaction: reactants, conditions, products, and yield The reactants are [Al+3], [Al+3], [Al+3], O=C1CC2=C(CCN1)c1ccccc1Sc1ccccc12, CCOCC, [Cl-], [Cl-], [Cl-], [H-], [H-], [H-], [H-], [H-], [H-], [H-], [Li+], O. Product: c1ccc2c(c1)Sc1ccccc1C1=C2CCNCC1. As a reaction SMILES: [Al+3:2].[Al+3:33].[Al+3:8].[CH2:11]1[C:12](=[O:31])[NH:13][CH2:14][CH2:15][C:16]2=[C:17]1[c:18]1[c:19]([cH:27][cH:28][cH:29][cH:30]1)[S:20][c:21]1[c:22]2[cH:23][cH:24][cH:25][cH:26]1.[CH3:37][CH2:38][O:39][CH2:40][CH3:41].[Cl-:10].[Cl-:7].[Cl-:9].[H-:1].[H-:32].[H-:34].[H-:35].[H-:4].[H-:5].[H-:6].[Li+:3].[OH2:36]>>[CH2:11]1[CH2:12][NH:13][CH2:14][CH2:15][C:16]2=[C:17]1[c:18]1[c:19]([cH:27][cH:28][cH:29][cH:30]1)[S:20][c:21]1[c:22]2[cH:23][cH:24][cH:25][cH:26]1.